From a dataset of the Open Reaction Database (ORD), a public repository of structured organic reaction records. describe an organic reaction: reactants, conditions, products, and yield Starting materials: [Al+3], CC(=O)NC1=NN(c2cccc(C(F)(F)F)c2)CC1, [H-], [H-], [H-], [H-], [Li+], C1CCOC1. The product is CCNC1=NN(c2cccc(C(F)(F)F)c2)CC1. RXN SMILES: [Al+3:21].[C:1]([CH3:2])(=[O:3])[NH:4][C:5]1=[N:6][N:7]([c:10]2[cH:11][c:12]([C:16]([F:17])([F:18])[F:19])[cH:13][cH:14][cH:15]2)[CH2:8][CH2:9]1.[H-:20].[H-:23].[H-:24].[H-:25].[Li+:22].[O:26]1[CH2:27][CH2:28][CH2:29][CH2:30]1>>[CH2:1]([CH3:2])[NH:4][C:5]1=[N:6][N:7]([c:10]2[cH:11][c:12]([C:16]([F:17])([F:18])[F:19])[cH:13][cH:14][cH:15]2)[CH2:8][CH2:9]1.